This data is from the Open Reaction Database (ORD), a public repository of structured organic reaction records. The task is: describe an organic reaction: reactants, conditions, products, and yield Starting materials: OC1=CC=C(C(C(=O)OCC)O)C=C1 (ethyl 4-hydroxymandelate), C(C)(=O)OCC (ethyl acetate). The reagents and catalysts are [O-2].[O-2].[O-2].[Cr+6] (chromium trioxide). The solvent is C(C)(=O)O (acetic acid). Reaction conditions: time 2 hour. Product: OC1=CC=C(C(=O)C(=O)OCC)C=C1 (ethyl 4-hydroxybenzoylformate). Isolated yield 27.2%. As a reaction SMILES: [OH:1][C:2]1[CH:14]=[CH:13][C:5]([CH:6]([OH:12])[C:7]([O:9][CH2:10][CH3:11])=[O:8])=[CH:4][CH:3]=1.C(OCC)(=O)C>C(O)(=O)C.[O-2].[O-2].[O-2].[Cr+6]>[OH:1][C:2]1[CH:14]=[CH:13][C:5]([C:6]([C:7]([O:9][CH2:10][CH3:11])=[O:8])=[O:12])=[CH:4][CH:3]=1 |f:3.4.5.6|. Procedure details: 15.3 g of chromium trioxide is added dropwise to a solution of 15 g of ethyl 4-hydroxymandelate in 240 ml of acetic acid. The mixture is stirred at room temperature for 2 hours, poured into 1 l of ethyl acetate and extracted with saturated aqueous Na2CO3 solution. The aqueous phases are extracted with methylene chloride. The organic phases are washed with saturated aqueous Na2CO3 solution, followed by washing with water. The organic phases are dried over sodium sulfate. Filtration, evaporation o... Reaction conditions: temperature 25 celsius, time 1 hour. As a reaction SMILES: [Br:1][C:2]1[CH:3]=[C:4]([CH:6]=[C:7]([C:9]([F:12])([F:11])[F:10])[CH:8]=1)[NH2:5].Cl.[CH2:14]([O:16]CC)C>>[Br:1][C:2]1[CH:3]=[C:4]([N:5]=[C:14]=[O:16])[CH:6]=[C:7]([C:9]([F:10])([F:11])[F:12])[CH:8]=1. Reactants: BrC=1C=C(N)C=C(C1)C(F)(F)F (3-Bromo-5-trifluoromethylaniline), C(C)OCC (diethylether), Cl (hydrochloric acid). Reported procedure: 3-Bromo-5-trifluoromethylaniline (2.16 g, 9 mmol) was dissolved in 20 mL diethylether and added concentrated hydrochloric acid (37%, 1.5 mL, 18 mmol). Upon stirring for 1 hour at 25° C. the solvent was removed in vacuo and the white solid was stripped with toluene (3×20 mL). Diphosgene (13 mL) was added to the ammonium chloride salt and the mixture was refluxed for 3.5 hours until no solid material precipitated on cooling. Excess diphosgene was removed in vacuo and the clear oil was stripped wit... The product is BrC=1C=C(C=C(C1)C(F)(F)F)N=C=O (3-bromo-5-trifluoromethylphenylisocyanate). Starting materials: C1CCOC1, CCCCCC, CC(C)[N-]C(C)C, ClCCCI, ClCCl, O=C1CCCc2onc(-c3ccc(F)cc3)c21, ON=Cc1ccc(F)cc1, [Li+], O. The product is O=C1c2c(-c3ccc(F)cc3)noc2CCC1CCCCl. As a reaction SMILES: [CH2:41]1[O:42][CH2:43][CH2:44][CH2:45]1.[CH3:46][CH2:47][CH2:48][CH2:49][CH2:50][CH3:51].[CH:28]([N-:29][CH:30]([CH3:31])[CH3:32])([CH3:33])[CH3:34].[Cl:36][CH2:37][CH2:38][CH2:39][I:40].[Cl:52][CH2:53][Cl:54].[F:11][c:12]1[cH:13][cH:14][c:15](-[c:18]2[n:19][o:20][c:21]3[c:22]2[C:23](=[O:27])[CH2:24][CH2:25][CH2:26]3)[cH:16][cH:17]1.[F:1][c:2]1[cH:3][cH:4][c:5]([CH:6]=[N:7][OH:8])[cH:9][cH:10]1.[Li+:35].[OH2:55]>>[F:11][c:12]1[cH:13][cH:14][c:15](-[c:18]2[n:19][o:20][c:21]3[c:22]2[C:23](=[O:27])[CH:24]([CH2:39][CH2:38][CH2:37][Cl:36])[CH2:25][CH2:26]3)[cH:16][cH:17]1. Reactants: C(C)(=O)OCC=1NN2C(N=C3C=CC=CC3=C2C1)=O (2-Acetyloxymethylpyrazolo[1,5-c]quinazoline-5-one), O (water), [OH-].[Na+] (sodium hydroxide), Cl (hydrochloric acid). Solvent: CO (methanol). Conditions: time 5 hour. Product: OCC=1NN2C(N=C3C=CC=CC3=C2C1)=O (2-Hydroxymethylpyrazolo[1,5-c]quinazoline-5-one). Reaction SMILES: C([O:4][CH2:5][C:6]1[NH:7][N:8]2[C:17]([CH:18]=1)=[C:16]1[C:11]([CH:12]=[CH:13][CH:14]=[CH:15]1)=[N:10][C:9]2=[O:19])(=O)C.[OH-].[Na+].Cl.O>CO>[OH:4][CH2:5][C:6]1[NH:7][N:8]2[C:17]([CH:18]=1)=[C:16]1[C:11]([CH:12]=[CH:13][CH:14]=[CH:15]1)=[N:10][C:9]2=[O:19] |f:1.2|. Reported procedure: The crude acetate product from Example 5 is slurried in a solution of 0.3 g of sodium hydroxide in 10 ml of aqueous methanol (1:1). After stirring for 5 hours, the reaction mixture is neutralized with concentrated hydrochloric acid followed by the addition of 13 ml of distilled water. After stirring overnight, the product is filtered, washed with cold distilled water and dried under vacuum at 60° C. to 0.62 g (72%) of white product, m.p. 285.0°-288.0° C. Reactants: CC(=O)O[BH-](OC(C)=O)OC(C)=O, C=O, Cc1ccc2c(c1)Nc1ccccc1N=C2N1CCNC(CCc2ccccc2)C1, ClCCCl, [Na+]. Product: Cc1ccc2c(c1)Nc1ccccc1N=C2N1CCN(C)C(CCc2ccccc2)C1. Reaction SMILES: [C:33]([O:34][BH-:35]([O:36][C:37](=[O:38])[CH3:39])[O:40][C:41](=[O:42])[CH3:43])(=[O:44])[CH3:45].[CH2:31]=[O:32].[CH3:1][c:2]1[cH:3][cH:4][c:5]2[c:6]([cH:30]1)[NH:7][c:8]1[c:9]([cH:26][cH:27][cH:28][cH:29]1)[N:10]=[C:11]2[N:12]1[CH2:13][CH:14]([CH2:18][CH2:19][c:20]2[cH:21][cH:22][cH:23][cH:24][cH:25]2)[NH:15][CH2:16][CH2:17]1.[Cl:47][CH2:48][CH2:49][Cl:50].[Na+:46]>>[CH3:1][c:2]1[cH:3][cH:4][c:5]2[c:6]([cH:30]1)[NH:7][c:8]1[c:9]([cH:26][cH:27][cH:28][cH:29]1)[N:10]=[C:11]2[N:12]1[CH2:13][CH:14]([CH2:18][CH2:19][c:20]2[cH:21][cH:22][cH:23][cH:24][cH:25]2)[N:15]([CH3:33])[CH2:16][CH2:17]1. Reactants: CC(C)(C)OC(=O)N1CCC(=O)CC1, CC(=O)O[BH-](OC(C)=O)OC(C)=O, O=C([O-])O, Cc1cccc(N)c1C, CC(=O)O, ClCCCl, [Na+], [Na+]. Yields the product Cc1cccc(NC2CCN(C(=O)OC(C)(C)C)CC2)c1C. Reaction SMILES: [C:1]([CH3:2])([CH3:3])([CH3:4])[O:5][C:6](=[O:7])[N:8]1[CH2:9][CH2:10][C:11](=[O:14])[CH2:12][CH2:13]1.[C:28]([O:29][BH-:30]([O:31][C:32](=[O:33])[CH3:34])[O:35][C:36](=[O:37])[CH3:38])(=[O:39])[CH3:40].[C:42](=[O:43])([OH:44])[O-:45].[CH3:15][c:16]1[c:17]([NH2:18])[cH:19][cH:20][cH:21][c:22]1[CH3:23].[CH3:24][C:25](=[O:26])[OH:27].[Cl:47][CH2:48][CH2:49][Cl:50].[Na+:41].[Na+:46]>>[C:1]([CH3:2])([CH3:3])([CH3:4])[O:5][C:6](=[O:7])[N:8]1[CH2:9][CH2:10][CH:11]([NH:18][c:17]2[c:16]([CH3:15])[c:22]([CH3:23])[cH:21][cH:20][cH:19]2)[CH2:12][CH2:13]1. Reactants: Oc1c(Cl)cc(Br)cc1Cl, C1CCOC1, CCOC(=O)N=NC(=O)OCC, COC(=O)C(O)Cc1ccccc1, c1ccc(P(c2ccccc2)c2ccccc2)cc1. The product is COC(=O)C(Cc1ccccc1)Oc1c(Cl)cc(Br)cc1Cl. As a reaction SMILES: [Br:1][c:2]1[cH:3][c:4]([Cl:10])[c:5]([OH:9])[c:6]([Cl:8])[cH:7]1.[CH2:55]1[O:56][CH2:57][CH2:58][CH2:59]1.[O:43]=[C:44]([O:45][CH2:46][CH3:47])[N:48]=[N:49][C:50]([O:51][CH2:52][CH3:53])=[O:54].[OH:11][CH:12]([C:13](=[O:14])[O:15][CH3:16])[CH2:17][c:18]1[cH:19][cH:20][cH:21][cH:22][cH:23]1.[c:24]1([P:25]([c:26]2[cH:27][cH:28][cH:29][cH:30][cH:31]2)[c:32]2[cH:33][cH:34][cH:35][cH:36][cH:37]2)[cH:38][cH:39][cH:40][cH:41][cH:42]1>>[Br:1][c:2]1[cH:3][c:4]([Cl:10])[c:5]([O:9][CH:12]([C:13](=[O:14])[O:15][CH3:16])[CH2:17][c:18]2[cH:19][cH:20][cH:21][cH:22][cH:23]2)[c:6]([Cl:8])[cH:7]1. Reactants: NC1=C2CC[C@H]3[C@@H]4CC[C@@H]([C@@]4(C)CC[C@@H]3[C@]2(CCC1=O)C)OC1CC1 (4-Amino-17β-(cyclopropyloxy)androst-4-en-3-one), C(C)(=O)OCC (ethyl acetate), Cl (hydrochloric acid). Solvent: CCCCCC (hexane), O1CCOCC1 (dioxane). Product: Cl.NC1=C2CC[C@H]3[C@@H]4CC[C@@H]([C@@]4(C)CC[C@@H]3[C@]2(CCC1=O)C)OC1CC1 (4-Amino-17β-(cyclopropyloxy)androst-4-en-3-one hydrochloride). As a reaction SMILES: [NH2:1][C:2]1[C:19](=[O:20])[CH2:18][CH2:17][C@@:16]2([CH3:21])[C:3]=1[CH2:4][CH2:5][C@@H:6]1[C@@H:15]2[CH2:14][CH2:13][C@@:11]2([CH3:12])[C@H:7]1[CH2:8][CH2:9][C@@H:10]2[O:22][CH:23]1[CH2:25][CH2:24]1.C(OCC)(=O)C.[ClH:32]>O1CCOCC1.CCCCCC>[ClH:32].[NH2:1][C:2]1[C:19](=[O:20])[CH2:18][CH2:17][C@@:16]2([CH3:21])[C:3]=1[CH2:4][CH2:5][C@@H:6]1[C@@H:15]2[CH2:14][CH2:13][C@@:11]2([CH3:12])[C@H:7]1[CH2:8][CH2:9][C@@H:10]2[O:22][CH:23]1[CH2:24][CH2:25]1 |f:5.6|. Reported procedure: Dissolve 4-Amino-17β-(cyclopropyloxy)androst-4-en-3-one into ethyl acetate (20 mL) and treat with 4M hydrochloric acid in dioxane (about 2 mL). Remove the solvent on a rotary evaporator. Titrate the resulting solid with ethyl acetate to give a gelatinous material and heat in a steam bath until a solid separates. Cool the mixture to room temperature and dilute with an approximately equal portion of hexane. Filter the solid and wash in ethyl acetate:hexane (1:1) and dry to obtain the title compoun... Reactants: N#Cc1ccc(Cl)c(N)c1, COc1ccc2c(c1)c(CC(=O)O)c(C)n2C(=O)c1ccc(Cl)cc1 (indomethacin). Reagents/catalysts: Cn1ccnc1 (1-Methylimidazole), CN(C)C(=[O+]c1c(F)c(F)c(F)c(F)c1F)N(C)C.F[P-](F)(F)(F)(F)F (PFTU). The solvent is C1CCOC1 (THF), C1CCOC1 (THF). Reaction conditions: temperature 25 celsius, time 24 hour. Product: COc1ccc2c(c1)c(CC(=O)Nc1cc(C#N)ccc1Cl)c(C)n2C(=O)c1ccc(Cl)cc1. Yield: 1.8%. The reactants are [H-].[Al+3].[Li+].[H-].[H-].[H-] (Lithium aluminium hydnde), C1(=CC=CC=C1)[C@@H](C(O)(C1=CC=CC=C1)C1=CC=CC=C1)OC(C[C@@H](C(\C(=C\C)\CC)(C)C)O)=O ((1S)-(1,2,2-Triphenyl-2-hydroxyethyl-)(3S,E)-4,4dimethyl-5ethyl-3-hydroxy-5-heptenoate). The solvent is C(C)OCC (diethyl ether). Conditions: temperature 0 celsius, time 30 minute. The product is C1(=CC=CC=C1)C([C@@H](O)C1=CC=CC=C1)(O)C1=CC=CC=C1 ((S)-2,2,1-Triphenyl-ethane-1,2-diol), CC([C@H](CCO)O)(\C(=C\C)\CC)C ((S)-(E)-4,4-Dimethyl-5-ethyl-5-heptene-1,3-diol). Isolated yield 90.0%. RXN SMILES: [H-].[Al+3].[Li+].[H-].[H-].[H-].[C:7]1([C@H:13]([O:28][C:29](=O)[CH2:30][C@H:31]([OH:40])[C:32]([CH3:39])([CH3:38])/[C:33](/[CH2:36][CH3:37])=[CH:34]/[CH3:35])[C:14]([C:22]2[CH:27]=[CH:26][CH:25]=[CH:24][CH:23]=2)([C:16]2[CH:21]=[CH:20][CH:19]=[CH:18][CH:17]=2)[OH:15])[CH:12]=[CH:11][CH:10]=[CH:9][CH:8]=1>C(OCC)C>[C:22]1([C:14]([C:16]2[CH:21]=[CH:20][CH:19]=[CH:18][CH:17]=2)([OH:15])[C@H:13]([C:7]2[CH:8]=[CH:9][CH:10]=[CH:11][CH:12]=2)[OH:28])[CH:23]=[CH:24][CH:25]=[CH:26][CH:27]=1.[CH3:39][C:32]([CH3:38])(/[C:33](/[CH2:36][CH3:37])=[CH:34]/[CH3:35])[C@@H:31]([OH:40])[CH2:30][CH2:29][OH:28] |f:0.1.2.3.4.5|. Procedure: Lithium aluminium hydnde (1.325 g, 35.0 mmol, 7.0 equiv) is added portionwise to a refluxing solution of (1S)-2,2,1-triphenyl-2-hydroxyethyl (3S,E)-4,4-dimethyl-5-ethyl-3-hydroxy-5-heptenoate 26 (2.364 g, 5.0 mmol) in diethyl ether (50 ml) within a period of 2 h. Refluxing is continued for 30 min. After cooling to 0° C., the reaction is quenched dropwise with 1.35 ml water and 1.35 ml of aqueous NaOH (15%). Diethyl ether (40 ml) and water (2.0 ml) is added. The mixture is stirred for 1 h at r.t....